Dataset: the Open Reaction Database (ORD), a public repository of structured organic reaction records. Task: describe an organic reaction: reactants, conditions, products, and yield The reactants are COC1=CC=C(C=C1)S1(SP(P1)(C1=CC=C(C=C1)OC)=S)=S (2,4-bis-(4-methoxyphenyl)-1,2,3,4-dithiadiphosphetane-2,4-disulphide), ClC=1C=CC2=C(C(CCC(N2)=O)C2=C(C=CC=C2)F)C1 (7-chloro-5-(2-fluorophenyl)-1,3,4,5-tetrahydro-2H-1-benzazepin-2-one), O (water). Run in CN(P(N(C)C)(N(C)C)=O)C (hexamethylphosphoric acid triamide). Product: ClC=1C=CC2=C(C(CCC(N2)=S)C2=C(C=CC=C2)F)C1 (7-chloro-5-(2-fluorophenyl)-1,3,4,5-tetrahydro-2H-1-benzazepine-2-thione). RXN SMILES: [Cl:1][C:2]1[CH:3]=[CH:4][C:5]2[NH:11][C:10](=O)[CH2:9][CH2:8][CH:7]([C:13]3[CH:18]=[CH:17][CH:16]=[CH:15][C:14]=3[F:19])[C:6]=2[CH:20]=1.COC1C=CC([SH:29]2(=S)PP(=S)(C3C=CC(OC)=CC=3)S2)=CC=1.O>CN(C)P(=O)(N(C)C)N(C)C>[Cl:1][C:2]1[CH:3]=[CH:4][C:5]2[NH:11][C:10](=[S:29])[CH2:9][CH2:8][CH:7]([C:13]3[CH:18]=[CH:17][CH:16]=[CH:15][C:14]=3[F:19])[C:6]=2[CH:20]=1. Procedure: 30 g of 7-chloro-5-(2-fluorophenyl)-1,3,4,5-tetrahydro-2H-1-benzazepin-2-one are dissolved in 105 ml of hexamethylphosphoric acid triamide and treated with 22 g of 2,4-bis-(4-methoxyphenyl)-1,2,3,4-dithiadiphosphetane-2,4-disulphide. The mixture is heated to 100° for 1 hour, again cooled to room temperature and poured into 1.41 l of water. The mixture is extracted four times with ethyl acetate and the organic extracts are washed with water. The ethyl acetate solution is dried, filtered and evapo... Starting materials: S(=O)=O (sulphur dioxide), saturated solution, N(=O)[O-].[Na+] (sodium nitrite), C(CC)C1=NC2=C(N1CC1=CC=C(C=C1)C1=C(C=CC=C1)N)C=C(C=C2C)C2=NC1=C(N2C)C=CC=C1 (4'-[(2-n-Propyl-4-methyl-6-(1-methyl-benzimidazol-2-yl)-benzimidazol-1-yl)-methyl]-2-amino-biphenyl), NC(=O)N (urea), N (ammonia). The reagents and catalysts are O.[Cu](Cl)Cl (copper(II)chloride-monohydrate). Run in O (water), O (water), C(C)(=O)O (acetic acid), Cl (hydrochloric acid). Reaction conditions: temperature 0 celsius, time 2 hour. Product: C(CC)C1=NC2=C(N1CC1=CC=C(C=C1)C1=C(C=CC=C1)S(=O)(=O)O)C=C(C=C2C)C2=NC1=C(N2C)C=CC=C1 (4'-[(2-n-Propyl-4-methyl-6-(1-methylbenzimidazol-2-yl)-benzimidazol-1-yl)-methyl]-2-sulpho-biphenyl). As a reaction SMILES: [CH2:1]([C:4]1[N:8]([CH2:9][C:10]2[CH:15]=[CH:14][C:13]([C:16]3[CH:21]=[CH:20][CH:19]=[CH:18][C:17]=3N)=[CH:12][CH:11]=2)[C:7]2[CH:23]=[C:24]([C:28]3[N:32]([CH3:33])[C:31]4[CH:34]=[CH:35][CH:36]=[CH:37][C:30]=4[N:29]=3)[CH:25]=[C:26]([CH3:27])[C:6]=2[N:5]=1)[CH2:2][CH3:3].N([O-])=O.[Na+].NC(N)=[O:44].[S:46](=[O:48])=[O:47].N>Cl.O.C(O)(=O)C.O.[Cu](Cl)Cl>[CH2:1]([C:4]1[N:8]([CH2:9][C:10]2[CH:15]=[CH:14][C:13]([C:16]3[CH:21]=[CH:20][CH:19]=[CH:18][C:17]=3[S:46]([OH:44])(=[O:48])=[O:47])=[CH:12][CH:11]=2)[C:7]2[CH:23]=[C:24]([C:28]3[N:32]([CH3:33])[C:31]4[CH:34]=[CH:35][CH:36]=[CH:37][C:30]=4[N:29]=3)[CH:25]=[C:26]([CH3:27])[C:6]=2[N:5]=1)[CH2:2][CH3:3] |f:1.2,9.10|. Procedure: 9.0 g of 4'-[(2-n-Propyl-4-methyl-6-(1-methyl-benzimidazol-2-yl)-benzimidazol-1-yl)-methyl]-2-amino-biphenyl are suspended in 170 ml of 6N hydrochloric acid and at 0°-5° C. within 1 hour 1.95 g of sodium nitrite in 30 ml of water are added dropwise. Then the mixture is stirred for a further 2 hours at 0° C. and mixed with urea. The resulting solution is added dropwise at 0°-5° C. to a mixture consisting of 40 ml of a saturated solution of sulphur dioxide in glacial acetic acid and 2.25 g of copp... The reactants are CO, CCOCC, Cl, CC(C)(C)OC(=O)NCCN(CCS(=O)(=O)c1ccccc1)S(=O)(=O)c1cccc2c(N)nccc12. Product: Cl, NCCN(CCS(=O)(=O)c1ccccc1)S(=O)(=O)c1cccc2c(N)nccc12. As a reaction SMILES: [CH3:37][OH:38].[CH3:40][CH2:41][O:42][CH2:43][CH3:44].[ClH:39].[NH2:1][c:2]1[n:3][cH:4][cH:5][c:6]2[c:7]([S:12](=[O:13])(=[O:14])[N:15]([CH2:16][CH2:17][NH:18][C:19]([O:20][C:21]([CH3:22])([CH3:23])[CH3:24])=[O:25])[CH2:26][CH2:27][S:28](=[O:29])(=[O:30])[c:31]3[cH:32][cH:33][cH:34][cH:35][cH:36]3)[cH:8][cH:9][cH:10][c:11]12>>[ClH:39].[NH2:1][c:2]1[n:3][cH:4][cH:5][c:6]2[c:7]([S:12](=[O:13])(=[O:14])[N:15]([CH2:16][CH2:17][NH2:18])[CH2:26][CH2:27][S:28](=[O:29])(=[O:30])[c:31]3[cH:32][cH:33][cH:34][cH:35][cH:36]3)[cH:8][cH:9][cH:10][c:11]12.